Dataset: the Open Reaction Database (ORD), a public repository of structured organic reaction records. Task: describe an organic reaction: reactants, conditions, products, and yield Starting materials: 3C, COC1=CC=C2CCCC(C2=C1)CCN (N-[2-(1,2,3,4-tetrahydro-7-methoxynaphthalen-1-yl)ethyl]amine), COCC(=O)Cl (methoxyacetyl chloride), amine, amide, [K+].[Br-] (KBr). Solvent: C(Cl)(Cl)Cl (CHCl3). Yields the product COC1=CC=C2CCCC(C2=C1)CCNC(COC)=O ((+)-N-[2-(1,2,3,4-tetrahydro-7-methoxynaphthalen-1-yl)ethyl]methoxyacetamide). Reaction SMILES: [CH3:1][O:2][C:3]1[CH:12]=[C:11]2[C:6]([CH2:7][CH2:8][CH2:9][CH:10]2[CH2:13][CH2:14][NH2:15])=[CH:5][CH:4]=1.[CH3:16][O:17][CH2:18][C:19](Cl)=[O:20].[K+].[Br-]>C(Cl)(Cl)Cl>[CH3:1][O:2][C:3]1[CH:12]=[C:11]2[C:6]([CH2:7][CH2:8][CH2:9][CH:10]2[CH2:13][CH2:14][NH:15][C:19](=[O:20])[CH2:18][O:17][CH3:16])=[CH:5][CH:4]=1 |f:2.3|. Procedure: N-[2-(1,2,3,4-tetrahydro-7-methoxynaphthalen-1-yl)ethyl]amine was resolved according to the general procedure described in example 1 using L-tartartic add and was shown to have an enantiomeric excess of ≤99% by HPLC analysis. The HPLC analyses were carried out as described in example 3. The amine was converted to the amide according to General Procedure A using methoxyacetyl chloride. The final product was purified by reversed phase HPLC using acetonitrile/water to give a white solid. m.p.=58°-6... Reactants: final mixture, S(=O)([O-])[O-].[Na+].[Na+] (sodium sulfite), N1N=CC2=CC=C(C=C12)C#N (1H-indazole-6-carbonitrile), [OH-].[K+] (KOH), II (iodine). Run in CS(=O)C (DMSO). Run at time 10 minute. Product: IC1=NNC2=CC(=CC=C12)C#N (3-iodo-1H-indazole-6-carbonitrile). Yield: 95.9%. As a reaction SMILES: [NH:1]1[C:9]2[C:4](=[CH:5][CH:6]=[C:7]([C:10]#[N:11])[CH:8]=2)[CH:3]=[N:2]1.[OH-].[K+].[I:14]I.S([O-])([O-])=O.[Na+].[Na+]>CS(C)=O>[I:14][C:3]1[C:4]2[C:9](=[CH:8][C:7]([C:10]#[N:11])=[CH:6][CH:5]=2)[NH:1][N:2]=1 |f:1.2,4.5.6|. Procedure: To a suspension of 1H-indazole-6-carbonitrile (4.5 g, 31.4 mmol) and KOH (5.3 g, 94.2 mmol) in DMSO (50 mL), was added iodine (15.9 g, 62.8 mmol) portion-wise over 10 minutes at 0° C. under ice-water bath. The final mixture was stirred for additional 2 hours at room temperature. The mixture was added slowly into saturated sodium sulfite (300 mL), the formed solid was stirred for 10 minutes, filtered, washed with saturated sodium sulfite (2×50 mL), water (2×20 mL) and dried, giving 3-iodo-1H-inda... The reactants are COC(C=COC1=C(C=CC=C1)Br)=O (3-(2-Bromo-phenoxy) acrylic acid methyl ester), Intermediate 17, C1(=CC=CC=C1)P(C1=CC=CC=C1)C1=CC=CC=C1 (triphenylphosphine), C(=O)(O)[O-].[Na+] (NaHCO3). The reagents and catalysts are C(C)(=O)[O-].[Pd+2].C(C)(=O)[O-] (palladium (II) acetate). The solvent is CCOCC (Et2O), CN(C)C=O (DMF). Run at temperature 110 celsius. Product: COC(=O)C1=COC2=C1C=CC=C2 (Benzofuran-3-carboxylic acid methyl ester). Isolated yield 39.0%. As a reaction SMILES: [CH3:1][O:2][C:3](=[O:14])[CH:4]=[CH:5][O:6][C:7]1[CH:12]=[CH:11][CH:10]=[CH:9][C:8]=1Br.C1(P(C2C=CC=CC=2)C2C=CC=CC=2)C=CC=CC=1.C([O-])(O)=O.[Na+]>CN(C=O)C.CCOCC.C([O-])(=O)C.[Pd+2].C([O-])(=O)C>[CH3:1][O:2][C:3]([C:4]1[C:8]2[CH:9]=[CH:10][CH:11]=[CH:12][C:7]=2[O:6][CH:5]=1)=[O:14] |f:2.3,6.7.8|. Procedure: A stirring solution of 2.43 g (9.45 mmol) of 3-(2-Bromo-phenoxy) acrylic acid methyl ester, prepared as in Intermediate 17, 1.98 g (7.56 mmol, 0.8 equiv) of triphenylphosphine, 794 mg (9.45 mmol, 1.0 equiv) of NaHCO3, and 848 mg (3.78 mmol, 0.4 equiv) of palladium (II) acetate in 25 mL of DMF is heated to 110° C. for 16 h. After cooling to RT, the reaction mixture is diluted with 100 mL of Et2O and extracted with H2O (1×100 mL), dried (MgSO4), and the solvents removed in vacuo. Purification of t... The reactants are C(C)[Mg]Br (Ethylmagnesium bromide), C(C)(C)(C)OC(=O)N[C@@H]1[C@@H](CCCC1)NC1=NC(=C(C(=N1)C#N)C(=O)OC)NC=1C=C(C=CC1)C (methyl 2-((1R,2S)-2-(tert-butoxycarbonylamino)cyclohexylamino)-4-cyano-6-(m-tolylamino)pyrimidine-5-carboxylate). The solvent is CCOCC (Et2O), CCOC(=O)C (EtOAc). Conditions: time 20 hour. Product: O=C1NC2(C=3N=C(N=C(C31)NC=3C=C(C=CC3)C)N[C@H]3[C@H](CCCC3)NC(OC(C)(C)C)=O)CC2 (tert-Butyl (1S,2R)-2-(5′-oxo-4′-(m-tolylamino)-5′,6′-dihydrospiro[cyclopropane-1,7′-pyrrolo[3,4-d]pyrimidine]-2′-ylamino)cyclohexylcarbamate). RXN SMILES: [CH2:1]([Mg]Br)[CH3:2].[C:5]([O:9][C:10]([NH:12][C@H:13]1[CH2:18][CH2:17][CH2:16][CH2:15][C@H:14]1[NH:19][C:20]1[N:25]=[C:24]([C:26]#[N:27])[C:23]([C:28](OC)=[O:29])=[C:22]([NH:32][C:33]2[CH:34]=[C:35]([CH3:39])[CH:36]=[CH:37][CH:38]=2)[N:21]=1)=[O:11])([CH3:8])([CH3:7])[CH3:6]>CCOCC.CCOC(C)=O>[O:29]=[C:28]1[C:23]2[C:22]([NH:32][C:33]3[CH:34]=[C:35]([CH3:39])[CH:36]=[CH:37][CH:38]=3)=[N:21][C:20]([NH:19][C@@H:14]3[CH2:15][CH2:16][CH2:17][CH2:18][C@@H:13]3[NH:12][C:10](=[O:11])[O:9][C:5]([CH3:8])([CH3:6])[CH3:7])=[N:25][C:24]=2[C:26]2([CH2:2][CH2:1]2)[NH:27]1. Procedure: Ethylmagnesium bromide (0.069 mL, 0.208 mmol) was added at RT to a solution of methyl 2-((1R,2S)-2-(tert-butoxycarbonylamino)cyclohexylamino)-4-cyano-6-(m-tolylamino)pyrimidine-5-carboxylate (50 mg, 0.104 mmol) and tetraisopropylorthotitanate (0.091 mL, 0.312 mmol) in Et2O (5 mL). The reaction mixture was stirred at RT for 20 h and was subsequently diluted with EtOAc. The organic phase was washed with saturated aq NaHCO3, brine and water, was dried then concentrated to give a pink residue, which... Starting materials: CSC(=NCCSCc1csc(NC(=N)N)n1)NC#N, C#CCN, CO. Yields the product C#CCNC(=NCCSCc1csc(NC(=N)N)n1)NC#N. Reaction SMILES: [C:1](#[N:2])[NH:3][C:4]([S:5][CH3:6])=[N:7][CH2:8][CH2:9][S:10][CH2:11][c:12]1[n:13][c:14]([NH:17][C:18](=[NH:19])[NH2:20])[s:15][cH:16]1.[CH2:21]([C:22]#[CH:23])[NH2:24].[CH3:25][OH:26]>>[C:1](#[N:2])[NH:3][C:4](=[N:7][CH2:8][CH2:9][S:10][CH2:11][c:12]1[n:13][c:14]([NH:17][C:18](=[NH:19])[NH2:20])[s:15][cH:16]1)[NH:24][CH2:21][C:22]#[CH:23]. Procedure details: (ii)f [2-[5-[[(2-Methoxyethyl)amino]carbonyl]-1H-indol-3-yl]ethyl]carbamic acid, phenylmethyl ester (2.0 g) gave 3-(2-aminoethyl)-N-(2-methoxyethyl)-1H-indole-5-carboxamide, compound with creatinine, sulphuric acid and water (1:1:1:2) (0.8 g) as a white crystalline solid m.p. 193°-5° C. (from aqueous ethanol) Yields the product COCCNC(=O)C=1C=C2C(=CNC2=CC1)CCNC(OCC1=CC=CC=C1)=O ([2-[5-[[(2-Methoxyethyl)amino]carbonyl]-1H-indol-3-yl]ethyl]carbamic acid, phenylmethyl ester). Reactants: NCCC1=CNC2=CC=C(C=C12)C(=O)NCCOC (3-(2-aminoethyl)-N-(2-methoxyethyl)-1H-indole-5-carboxamide), CN1CC(=O)N=C1N (creatinine), S(O)(O)(=O)=O (sulphuric acid), O (water), C(C)O (ethanol). RXN SMILES: [NH2:1][CH2:2][CH2:3][C:4]1[C:12]2[C:7](=[CH:8][CH:9]=[C:10]([C:13]([NH:15][CH2:16][CH2:17][O:18][CH3:19])=[O:14])[CH:11]=2)[NH:6][CH:5]=1.CN1C(N)=N[C:23](=[O:24])[CH2:22]1.S(=O)(=O)(O)O.O.[CH2:34]([OH:36])C>>[CH3:19][O:18][CH2:17][CH2:16][NH:15][C:13]([C:10]1[CH:11]=[C:12]2[C:7](=[CH:8][CH:9]=1)[NH:6][CH:5]=[C:4]2[CH2:3][CH2:2][NH:1][C:34](=[O:36])[O:24][CH2:23][C:22]1[CH:11]=[CH:12][CH:4]=[CH:3][CH:2]=1)=[O:14]. Starting materials: COC=1C=C2C(=CNC2=CC1)C=1CCNCC1 (5-methoxy-3-(1,2,3,6-tetrahydropyridine-4-yl)-1H-indole), CN(C1(CCC(CC1)=O)C1=CC=CC=C1)C (4-dimethylamino-4-phenylcyclo-hexanone), C(C)(=O)O (acetic acid), sodium triacetoxy boron hydride. Solvent: ClCCCl (1,2-dichloroethane). Run at time 24 hour. The product is COC=1C=C2C(=CNC2=CC1)C=1CCN(CC1)C1CCC(CC1)(C1=CC=CC=C1)N(C)C ({4-[4-(5-methoxy-1H-indol-3-yl)-3,6-dihydro-2H-pyridine-1-yl]-1-phenylcyclohexyl}-dimethylamine). RXN SMILES: [CH3:1][O:2][C:3]1[CH:4]=[C:5]2[C:9](=[CH:10][CH:11]=1)[NH:8][CH:7]=[C:6]2[C:12]1[CH2:13][CH2:14][NH:15][CH2:16][CH:17]=1.[CH3:18][N:19]([CH3:33])[C:20]1([C:27]2[CH:32]=[CH:31][CH:30]=[CH:29][CH:28]=2)[CH2:25][CH2:24][C:23](=O)[CH2:22][CH2:21]1.C(O)(=O)C>ClCCCl>[CH3:1][O:2][C:3]1[CH:4]=[C:5]2[C:9](=[CH:10][CH:11]=1)[NH:8][CH:7]=[C:6]2[C:12]1[CH2:13][CH2:14][N:15]([CH:23]2[CH2:22][CH2:21][C:20]([N:19]([CH3:33])[CH3:18])([C:27]3[CH:32]=[CH:31][CH:30]=[CH:29][CH:28]=3)[CH2:25][CH2:24]2)[CH2:16][CH:17]=1. Reported procedure: 5-methoxy-3-(1,2,3,6-tetrahydropyridine-4-yl)-1H-indole (212 mg, 1.0 mmole) and 4-dimethylamino-4-phenylcyclo-hexanone (217 mg, 1.0 mmole) were dissolved in dry 1,2-dichloroethane (20 ml). Glacial acetic acid (1.0 mmole) and sodium triacetoxy boron hydride (300 mg, 1.4 mmole) were added to this mixture. The reaction mixture was then stirred for 24 hours at RT. The reaction mixture was worked up by distilling off the 1,2-dichloroethane and diluting with water (10 ml). The reaction mixture was adj...